The task is: describe an organic reaction: reactants, conditions, products, and yield. This data is from the Open Reaction Database (ORD), a public repository of structured organic reaction records. As a reaction SMILES: [CH3:1][O:2][C:3]1[CH:8]=[CH:7][C:6]([C@@H:9]2[C@@H:14]([O:15][CH2:16][C:17]3[CH:18]=[CH:19][C:20]4[O:25][CH2:24][CH2:23][N:22]([CH2:26][CH2:27][CH2:28][O:29][CH3:30])[C:21]=4[CH:31]=3)[CH2:13][N:12]([S:32]([C:35]3[CH:40]=[CH:39][C:38]([CH3:41])=[CH:37][CH:36]=3)(=[O:34])=[O:33])[C@@H:11]([CH2:42][C:43]([CH3:47])([CH3:46])[CH:44]=O)[CH2:10]2)=[CH:5][CH:4]=1.[NH2:48][CH:49]1[CH2:54][CH2:53][O:52][CH2:51][CH2:50]1>>[CH3:1][O:2][C:3]1[CH:8]=[CH:7][C:6]([C@@H:9]2[C@@H:14]([O:15][CH2:16][C:17]3[CH:18]=[CH:19][C:20]4[O:25][CH2:24][CH2:23][N:22]([CH2:26][CH2:27][CH2:28][O:29][CH3:30])[C:21]=4[CH:31]=3)[CH2:13][N:12]([S:32]([C:35]3[CH:40]=[CH:39][C:38]([CH3:41])=[CH:37][CH:36]=3)(=[O:34])=[O:33])[C@@H:11]([CH2:42][C:43]([CH3:47])([CH3:46])[CH2:44][NH:48][CH:49]3[CH2:54][CH2:53][O:52][CH2:51][CH2:50]3)[CH2:10]2)=[CH:5][CH:4]=1. Yields the product COC1=CC=C(C=C1)[C@H]1C[C@@H](N(C[C@@H]1OCC=1C=CC2=C(N(CCO2)CCCOC)C1)S(=O)(=O)C1=CC=C(C=C1)C)CC(CNC1CCOCC1)(C)C ({3-[(2R,4R,5R)-4-(4-Methoxy-phenyl)-5-[4-(3-methoxy-propyl)-3,4-dihydro-2H-benzo[1,4]oxazin-6-ylmethoxy]-1-(toluene-4-sulfonyl)-piperidin-2-yl]-2,2-dimethyl-propyl}-(tetrahydro-pyran-4-yl)-amine). Procedure: Similar to example 43a, 430 mg of 3-[(2R,4R,5R)-4-(4-methoxy-phenyl)-5-[4-(3-methoxy-propyl)-3,4-dihydro-2H-benzo[1,4]oxazin-6-ylmethoxy]-1-(toluene-4-sulfonyl)-piperidin-2-yl]-2,2-dimethyl-propionaldehyde and 79 mg of 4-aminotetrahydropyran are used to afford the title compound as a yellow oil. Rf=0.05 (EtOAc-heptane 1:1); Rt=4.65. Starting materials: COC1=CC=C(C=C1)[C@H]1C[C@@H](N(C[C@@H]1OCC=1C=CC2=C(N(CCO2)CCCOC)C1)S(=O)(=O)C1=CC=C(C=C1)C)CC(C=O)(C)C (3-[(2R,4R,5R)-4-(4-methoxy-phenyl)-5-[4-(3-methoxy-propyl)-3,4-dihydro-2H-benzo[1,4]oxazin-6-ylmethoxy]-1-(toluene-4-sulfonyl)-piperidin-2-yl]-2,2-dimethyl-propionaldehyde), NC1CCOCC1 (4-aminotetrahydropyran). The reactants are C(CCC)N(C(=O)C=1N=C(NC1)C1=C(C=C(C(=O)OC)C=C1)C(=O)N1CC2=CC=CC=C2CC1)CCCC (methyl 4-(4-(dibutylcarbamoyl)-1H-imidazol-2-yl)-3-(1,2,3,4-tetrahydroisoquinoline-2-carbonyl)benzoate), C(=O)([O-])[O-].[K+].[K+] (K2CO3), BrCCCO (3-bromopropanol). Run in CN(C)C=O (DMF), CC(C)(C)OC (MTBE). Run at temperature 40 celsius. The product is C(CCC)N(C(=O)C=1N=C(N(C1)CCCO)C1=C(C=C(C(=O)OC)C=C1)C(=O)N1CC2=CC=CC=C2CC1)CCCC (Methyl 4-(4-(dibutylcarbamoyl)-1-(3-hydroxypropyl)-1H-imidazol-2-yl)-3-(1,2,3,4-tetrahydroisoquinoline-2-carbonyl)benzoate). The yield is 30.7%. RXN SMILES: [CH2:1]([N:5]([CH2:35][CH2:36][CH2:37][CH3:38])[C:6]([C:8]1[N:9]=[C:10]([C:13]2[CH:22]=[CH:21][C:16]([C:17]([O:19][CH3:20])=[O:18])=[CH:15][C:14]=2[C:23]([N:25]2[CH2:34][CH2:33][C:32]3[C:27](=[CH:28][CH:29]=[CH:30][CH:31]=3)[CH2:26]2)=[O:24])[NH:11][CH:12]=1)=[O:7])[CH2:2][CH2:3][CH3:4].C([O-])([O-])=O.[K+].[K+].Br[CH2:46][CH2:47][CH2:48][OH:49]>CN(C=O)C.CC(OC)(C)C>[CH2:35]([N:5]([CH2:1][CH2:2][CH2:3][CH3:4])[C:6]([C:8]1[N:9]=[C:10]([C:13]2[CH:22]=[CH:21][C:16]([C:17]([O:19][CH3:20])=[O:18])=[CH:15][C:14]=2[C:23]([N:25]2[CH2:34][CH2:33][C:32]3[C:27](=[CH:28][CH:29]=[CH:30][CH:31]=3)[CH2:26]2)=[O:24])[N:11]([CH2:46][CH2:47][CH2:48][OH:49])[CH:12]=1)=[O:7])[CH2:36][CH2:37][CH3:38] |f:1.2.3|. Reported procedure: To a stirred solution of methyl 4-(4-(dibutylcarbamoyl)-1H-imidazol-2-yl)-3-(1,2,3,4-tetrahydroisoquinoline-2-carbonyl)benzoate (200 mg, 0.38 mmol) in DMF (8 mL) was added K2CO3 (107 mg, 0.77 mmol) and 3-bromopropanol (54 mg, 0.38 mmol). The reaction mixture was heated at 40° C. for 4 h, cooled to room temperature, diluted with MTBE, and quenched with water. The organic layer was separated and the aqueous layer was extracted with MTBE (3×). The combined organic layer was dried over Na2SO4 and co... The reactants are O=C(O)CCC(C(=O)O)c1ccc(C2CCCCC2)c(Cl)c1, O=S(=O)(O)O. Yields the product O=C1CCC(C(=O)O)c2cc(Cl)c(C3CCCCC3)cc21. RXN SMILES: [Cl:1][c:2]1[cH:3][c:4]([CH:14]([C:15](=[O:16])[OH:17])[CH2:18][CH2:19][C:20](=[O:21])[OH:22])[cH:5][cH:6][c:7]1[CH:8]1[CH2:9][CH2:10][CH2:11][CH2:12][CH2:13]1.[S:23](=[O:24])(=[O:25])([OH:26])[OH:27]>>[Cl:1][c:2]1[cH:3][c:4]2[c:5]([cH:6][c:7]1[CH:8]1[CH2:9][CH2:10][CH2:11][CH2:12][CH2:13]1)[C:20](=[O:22])[CH2:19][CH2:18][CH:14]2[C:15](=[O:16])[OH:17]. Starting materials: Cl (hydrochloric acid), [OH-].[Na+] (Sodium hydroxide), BrC=1C=C2C(C(=CNC2=CC1)C(=O)OCC)=O (ethyl 6-bromo-4-oxo-1H-quinoline-3-carboxylate), O (Water). Run in CCO (EtOH). Reaction conditions: temperature 75 celsius, time 1.5 hour. Yields the product BrC=1C=C2C(C(=CNC2=CC1)C(=O)O)=O (6-Bromo-4-oxo-1H-quinoline-3-carboxylic acid). Isolated yield 95.7%. Reaction SMILES: [OH-].[Na+].[Br:3][C:4]1[CH:5]=[C:6]2[C:11](=[CH:12][CH:13]=1)[NH:10][CH:9]=[C:8]([C:14]([O:16]CC)=[O:15])[C:7]2=[O:19].O.Cl>CCO>[Br:3][C:4]1[CH:5]=[C:6]2[C:11](=[CH:12][CH:13]=1)[NH:10][CH:9]=[C:8]([C:14]([OH:16])=[O:15])[C:7]2=[O:19] |f:0.1|. Procedure: 2N Sodium hydroxide (506 mL, 1011.43 mmol) was added to a stirred suspension of ethyl 6-bromo-4-oxo-1H-quinoline-3-carboxylate (59.9 g, 202.29 mmol) in EtOH (590 mL) and the resulting solution stirred at 75° C. for 1.5 h. Water was added and the mixture cooled to 0° C. The pH of the solution was adjusted to 3 using hydrochloric acid and the precipitate collected by filtration. The solid was washed with water, EtOH/water (1:1) then Et2O before being dried to afford the desired material (51.9 g, 9... The reactants are CCCCCC (hexane), OCCOC=1C=C(C(=O)OC)C=CC1[N+](=O)[O-] (methyl 3-(2-hydroxyethoxy)-4-nitrobenzoate), C(C)(=O)OCC (ethyl acetate). The reagents and catalysts are [Pt]=O (platinum oxide). The solvent is C(C)O (ethanol). Conditions: time 40 minute. Yields the product NC1=C(C=C(C(=O)OC)C=C1)OCCO (methyl 4-amino-3-(2-hydroxyethoxy)benzoate). The yield is 101.0%. RXN SMILES: [OH:1][CH2:2][CH2:3][O:4][C:5]1[CH:6]=[C:7]([CH:12]=[CH:13][C:14]=1[N+:15]([O-])=O)[C:8]([O:10][CH3:11])=[O:9].CCCCCC.C(OCC)(=O)C>C(O)C.[Pt]=O>[NH2:15][C:14]1[CH:13]=[CH:12][C:7]([C:8]([O:10][CH3:11])=[O:9])=[CH:6][C:5]=1[O:4][CH2:3][CH2:2][OH:1]. Reported procedure: To a sample of methyl 3-(2-hydroxyethoxy)-4-nitrobenzoate (3.28 g, 0.0136 mol) dissolved in ethanol was added platinum oxide (50 mg). The mixture was hydrogenated for 40 min at 35 psi. Thin-layer chromatographic analysis (SiO2, 3:2 hexane:ethyl acetate) showed disappearance of starting material along with the formation of a new, lower-running spot (Rf =01) indicating the reaction was complete. The mixture was then filtered through a pad of Celite and the pad washed with fresh ethanol. The filtra... Starting materials: C(O)([O-])=O.[Na+] (sodium hydrogencarbonate), C(=O)N (formamide), ClC(CSCCNC(=NC)NC#N)C(C)=O (N-[2-(2-chloro-3-oxobutylthio)ethyl]-N'-cyano-N"-methylguanidine), C(=O)[O-].[Na+] (sodium formate), C(=O)[O-].[NH4+] (ammonium formate), C(=O)N (formamide). Run at time 3 day. Product: C(#N)NC(=NC)NCCSCC(C(C)NC=O)=O (N-cyano-N'-[2-(3-formylamino-2-oxobutylthio)ethyl]-N"-methylguanidine). Yield: 19.0%. As a reaction SMILES: Cl[CH:2]([C:14](=O)[CH3:15])[CH2:3][S:4][CH2:5][CH2:6][NH:7][C:8]([NH:11][C:12]#[N:13])=[N:9][CH3:10].C([O-])=[O:18].[Na+].C([O-])=O.[NH4+].C(=O)([O-])O.[Na+].[CH:30]([NH2:32])=[O:31]>>[C:12]([NH:11][C:8]([NH:7][CH2:6][CH2:5][S:4][CH2:3][C:2](=[O:18])[CH:14]([NH:32][CH:30]=[O:31])[CH3:15])=[N:9][CH3:10])#[N:13] |f:1.2,3.4,5.6|. Procedure: In 2.5 ml of formamide were dissolved 131 mg of N-[2-(2-chloro-3-oxobutylthio)ethyl]-N'-cyano-N"-methylguanidine, 136 mg of sodium formate and 320 mg of ammonium formate, and the solution was stirred at room temperature for 3 days. Then, 420 mg of sodium hydrogencarbonate was added to the solution and formamide was removed under reduced pressure, and the obtained residue was refined by silica gel column chromatography (developing solvent: chloroform/ethanol=5/1) to obtain 28 mg of a colorless oi... Reactants: ClC=1C=C(OCC=2C=C(N(C2C(=O)O)C)C(C(=O)O)=O)C=CC1 (4-(m-Chlorophenoxy)methyl-5-hydroxycarbonyl-1-methyl-α-oxopyrrole-2-acetic acid), Cl (HCl), C(C)O (ethanol). Yields the product ClC=1C=C(OCC=2C=C(N(C2C(=O)O)C)C(C(=O)OCC)=O)C=CC1 (ethyl 4-(m-chlorophenoxy)methyl-5-hydroxycarbonyl-1-methyl-α-oxopyrrole-2-acetate). The yield is 42.0%. Reaction SMILES: [Cl:1][C:2]1[CH:3]=[C:4]([CH:21]=[CH:22][CH:23]=1)[O:5][CH2:6][C:7]1[CH:8]=[C:9]([C:16](=[O:20])[C:17]([OH:19])=[O:18])[N:10]([CH3:15])[C:11]=1[C:12]([OH:14])=[O:13].Cl.[CH2:25](O)[CH3:26]>>[Cl:1][C:2]1[CH:3]=[C:4]([CH:21]=[CH:22][CH:23]=1)[O:5][CH2:6][C:7]1[CH:8]=[C:9]([C:16](=[O:20])[C:17]([O:19][CH2:25][CH3:26])=[O:18])[N:10]([CH3:15])[C:11]=1[C:12]([OH:14])=[O:13]. Procedure details: 4-(m-Chlorophenoxy)methyl-5-hydroxycarbonyl-1-methyl-α-oxopyrrole-2-acetic acid (5.5 g, 16,3 mmol) is suspended in absolute ethanol (40 ml) and concentrated HCl (1.0 ml) is added. The mixture is heated to reflux for 35 minutes, then cooled and the product crystallizes. The solid is filtered and dried to give 2.51 g (42%) of pure ethyl 4-(m-chlorophenoxy)methyl-5-hydroxycarbonyl-1-methyl-α-oxopyrrole-2-acetate. Starting materials: ice, C(C)(C)(C)OC(=O)N1[C@@H](CC1)CO (1-t-butyloxycarbonyl-2-(S)-azetidinemethanol), [H-].[Na+] (sodium hydride), CI NH3, ClC1=NC=CN=C1 (2-chloropyrazine), aqueous solution, S(=O)(=O)(O)[O-].[K+] (potassium hydrogen sulfate), [H-].[Na+] (sodium hydride). Solvent: O1CCCC1 (tetrahydrofuran), C(Cl)(Cl)Cl (CHCl3). Product: C(C)(C)(C)OC(=O)N1[C@@H](CC1)COC1=NC=CN=C1 (2-((1-t-butyloxycarbonyl-2-(S)-azetidinyl)methoxy)pyrazine). The yield is 80.0%. RXN SMILES: [C:1]([O:5][C:6]([N:8]1[CH2:11][CH2:10][C@H:9]1[CH2:12][OH:13])=[O:7])([CH3:4])([CH3:3])[CH3:2].[H-].[Na+].Cl[C:17]1[CH:22]=[N:21][CH:20]=[CH:19][N:18]=1.S([O-])(O)(=O)=O.[K+]>O1CCCC1.C(Cl)(Cl)Cl>[C:1]([O:5][C:6]([N:8]1[CH2:11][CH2:10][C@H:9]1[CH2:12][O:13][C:17]1[CH:22]=[N:21][CH:20]=[CH:19][N:18]=1)=[O:7])([CH3:4])([CH3:3])[CH3:2] |f:1.2,4.5|. Procedure: To an ice cooled solution of the compound of step 7b (941 mg, 5.0 mmol) in tetrahydrofuran (30 mL) under nitrogen, was added sodium hydride (80% dispersion in mineral oil, 180 mg, 7.5 mmol), portionwise. The reaction mixture stirred fifteen minutes followed by the dropwise addition of 2-chloropyrazine (590 mg, 5.1 mmol). The reaction was stirred 24 hours gradually warming to room temperature. Additional sodium hydride (40 mg) was added and stirring at room temperature continued until complete di... The reactants are C(C)(=O)C1=CC=C2N1C=CN=C2 (6-acetylpyrrolo[1,2-a]pyrazine), [BH4-].[Na+] (sodium borohydride). The solvent is O (water). Conditions: time 2 hour. Product: OC(C)C1=CC=C2N1C=CN=C2 (6-(1-hydroxyethyl)pyrrolo[1,2-a]pyrazine). Yield: 69.1%. RXN SMILES: [C:1]([C:4]1[N:8]2[CH:9]=[CH:10][N:11]=[CH:12][C:7]2=[CH:6][CH:5]=1)(=[O:3])[CH3:2].[BH4-].[Na+]>O>[OH:3][CH:1]([C:4]1[N:8]2[CH:9]=[CH:10][N:11]=[CH:12][C:7]2=[CH:6][CH:5]=1)[CH3:2] |f:1.2|. Procedure: 2.0 g of 6-acetylpyrrolo[1,2-a]pyrazine prepared in Preparation Example 15 was added to 30 ml of water; and 0.5 g of sodium borohydride was added thereto. After reacting at 50° C. for 2 hours, the mixture was extracted with ethyl acetate (50 ml×3). The residue was chromatographed over silica gel to yield 1.4 g of 6-(1-hydroxyethyl)pyrrolo[1,2-a]pyrazine. Reactants: COc1nc2c(N)nc(OCCC(C)C)nc2n1C1CCCCO1, CCOCC, CO, O=C(O)C(F)(F)F. The product is COc1nc2c(N)nc(OCCC(C)C)nc2[nH]1, O=C(O)C(F)(F)F. RXN SMILES: [CH3:1][CH:2]([CH2:3][CH2:4][O:5][c:6]1[n:7][c:8]([NH2:23])[c:9]2[n:10][c:11]([O:21][CH3:22])[n:12]([CH:15]3[CH2:16][CH2:17][CH2:18][CH2:19][O:20]3)[c:13]2[n:14]1)[CH3:24].[CH3:32][CH2:33][O:34][CH2:35][CH3:36].[CH3:37][OH:38].[F:25][C:26]([C:27](=[O:28])[OH:29])([F:30])[F:31]>>[CH3:1][CH:2]([CH2:3][CH2:4][O:5][c:6]1[n:7][c:8]([NH2:23])[c:9]2[n:10][c:11]([O:21][CH3:22])[nH:12][c:13]2[n:14]1)[CH3:24].[F:25][C:26]([C:27](=[O:28])[OH:29])([F:30])[F:31].